Dataset: the Open Reaction Database (ORD), a public repository of structured organic reaction records. Task: describe an organic reaction: reactants, conditions, products, and yield Starting materials: C(CCC)C1=C(C=CC2=C(C=CC=C12)OC)/C=C/C(=O)O ((E)-3-(1-butyl-5-methoxy-2-naphthalenyl)-2-propenoic acid), [N+](=O)([O-])C1=CC=C(C=C1)O (4-nitrophenol), C1(CCCCC1)N=C=NC1CCCCC1 (1,3-dicyclohexylcarbodiimide). The solvent is ClCCl (dichloromethane). The product is [N+](=O)([O-])C1=CC=C(C=C1)OC(\C=C\C1=C(C2=CC=CC(=C2C=C1)OC)CCCC)=O ((E)-3-(1-butyl-5-methoxy-2-naphthalenyl)-2-propenoic acid 4-nitrophenyl ester). The yield is 75.6%. Reaction SMILES: [CH2:1]([C:5]1[C:14]2[C:9](=[C:10]([O:15][CH3:16])[CH:11]=[CH:12][CH:13]=2)[CH:8]=[CH:7][C:6]=1/[CH:17]=[CH:18]/[C:19]([OH:21])=[O:20])[CH2:2][CH2:3][CH3:4].[N+:22]([C:25]1[CH:30]=[CH:29][C:28](O)=[CH:27][CH:26]=1)([O-:24])=[O:23].C1(N=C=NC2CCCCC2)CCCCC1>ClCCl>[N+:22]([C:25]1[CH:30]=[CH:29][C:28]([O:20][C:19](=[O:21])/[CH:18]=[CH:17]/[C:6]2[CH:7]=[CH:8][C:9]3[C:14](=[CH:13][CH:12]=[CH:11][C:10]=3[O:15][CH3:16])[C:5]=2[CH2:1][CH2:2][CH2:3][CH3:4])=[CH:27][CH:26]=1)([O-:24])=[O:23]. Procedure details: As in Example 113, (E)-3-(1-butyl-5-methoxy-2-naphthalenyl)-2-propenoic acid (1.4 g) was reacted with 4-nitrophenol (0.76 g) in dichloromethane (25 mL) in the presence of 1,3-dicyclohexylcarbodiimide (1.02 g) to give 1.51 g of (E)-3-(1-butyl-5-methoxy-2-naphthalenyl)-2-propenoic acid 4-nitrophenyl ester. Crystallization of a portion from diethyl ether afforded the analytical sample, mp 115°-116° C. Anal. Calcd for C24H23NO5 : C, 71.10; H, 5.72; N, 3.45 Found: C, 71.25; H, 5.75; N, 3.39 Starting materials: C(C=C)(=O)OCC(CCCC)CC (2-ethylhexyl acrylate), COCCO[Li] (CH3OCH2CH2OLi), [H-].[Ca+2].[H-] (calcium hydride), C(C1=CC=CC=C1)(C1=CC=CC=C1)[Li] ((Ph)2CHLi), C(=O)=O (carbon dioxide). The solvent is C1CCOC1 (THF), C1CCOC1 (THF), C1CCOC1 (THF), solution, CC(=O)C (acetone). The product is C(C=C)(=O)OC(CCCCC)CC (ethylhexyl acrylate). The yield is 95.0%. RXN SMILES: COCCO[Li].[CH:7]([Li])([C:14]1[CH:19]=[CH:18][CH:17]=[CH:16][CH:15]=1)[C:8]1C=CC=CC=1.C(=O)=O.[C:24]([O:28]CC(CC)CCCC)(=[O:27])[CH:25]=[CH2:26].[H-].[Ca+2].[H-]>C1COCC1.CC(C)=O>[C:24]([O:28][CH:14]([CH2:7][CH3:8])[CH2:19][CH2:18][CH2:17][CH2:16][CH3:15])(=[O:27])[CH:25]=[CH2:26] |f:4.5.6|. Procedure: 2.0×10-3 mol of CH3OCH2CH2OLi in solution in THF are introduced under nitrogen atmosphere into a predried round bottom flask. 100 ml of predried THF are added followed, with stirring, dropwise, by 1.0×10-3 mol of (Ph)2CHLi in 0.2-molar solution in THF. The mixture is cooled to a temperature of -78° C. with a mixture of acetone and solid carbon dioxide, followed by the addition, still at -78° C., of 0.048 mol of 2-ethylhexyl acrylate previously stirred for 48 hours over calcium hydride, distilled... Reactants: NO, N#Cc1ccnnc1. Yields the product NC(=NO)c1ccnnc1. Reaction SMILES: [NH2:9][OH:10].[n:1]1[n:2][cH:3][c:4]([C:7]#[N:8])[cH:5][cH:6]1>>[n:1]1[n:2][cH:3][c:4]([C:7]([NH2:8])=[N:9][OH:10])[cH:5][cH:6]1. Starting materials: C(CC=C)O (3-buten-1-ol), C1(=CC=C(C=C1)S(=O)(=O)Cl)C (p-toluenesulphonyl chloride), O (water). Solvent: N1=CC=CC=C1 (pyridine). Reaction conditions: temperature 0 celsius, time 8 hour. The product is S(=O)(=O)(OCCC=C)C1=CC=C(C)C=C1 (γ-butenyl 1-tosylate). RXN SMILES: [CH2:1]([OH:5])[CH2:2][CH:3]=[CH2:4].[C:6]1([CH3:16])[CH:11]=[CH:10][C:9]([S:12](Cl)(=[O:14])=[O:13])=[CH:8][CH:7]=1.O>N1C=CC=CC=1>[S:12]([C:9]1[CH:10]=[CH:11][C:6]([CH3:16])=[CH:7][CH:8]=1)([O:5][CH2:1][CH2:2][CH:3]=[CH2:4])(=[O:14])=[O:13]. Procedure details: 29.3 millimoles of 3-buten-1-ol are added to a solution of 525 millimoles of p-toluenesulphonyl chloride in 200 ml of anhydrous pyridine cooled to 0° C. The mixture thus obtained is kept stirred overnight at −5° C. It is then added with stirring to a mixture of 200 g of water and ice. An oily product is extracted from the aqueous mixture by 3 ether washes, each of 300 ml. The ether fractions are washed twice with 300 ml of a cold solution of hydrochloric acid (HCl:water being 1:1 by weight) to r...